Dataset: the Open Reaction Database (ORD), a public repository of structured organic reaction records. Task: describe an organic reaction: reactants, conditions, products, and yield As a reaction SMILES: [Br:1][CH2:2][C:3]([O:11][CH2:12][CH3:13])([O:8][CH2:9][CH3:10])[C:4](=O)[CH2:5]Br.[C:14]([NH:17][C:18]([NH2:20])=[S:19])(=[NH:16])[NH2:15]>O1CCCC1>[CH4:2].[NH:17]([C:18]1[S:19][CH:5]=[C:4]([C:3]([O:11][CH2:12][CH3:13])([O:8][CH2:9][CH3:10])[CH2:2][Br:1])[N:20]=1)[C:14]([NH2:16])=[NH:15]. Procedure details: A mixture of 25.5 g (80 mmol) of 1,4-dibromo-2,2-diethoxy-3-butanone, 11.8 g (100 mmol) of N-amidinothiourea, and 150 ml of tetrahydrofuran was heated at reflux for 3 hours. The mixture was filtered to remove some insoluble solid, and the filtrate was concentrated. The residue was triturated with 200 ml of saturated sodium bicarbonate, then extracted four times with a total of 500 ml of ethyl acetate. The combined ethyl acetate extracts were dried over sodium sulfate, filtered and evaporated lea... The solvent is O1CCCC1 (tetrahydrofuran). The product is C (charcoal), N(C(=N)N)C=1SC=C(N1)C(CBr)(OCC)OCC (2-guanidino-4-(2-bromo-1,1-diethoxyethyl)thiazole). Starting materials: BrCC(C(CBr)=O)(OCC)OCC (1,4-dibromo-2,2-diethoxy-3-butanone), C(N)(=N)NC(=S)N (N-amidinothiourea). Isolated yield 71.9%. Reactants: C, CN1CCC(N(C)C(=O)Nc2cc(Oc3ccc(NC(=O)OCc4ccccc4)c(F)c3)ccn2)CC1, C1CCOC1, [Pd]. Product: CN1CCC(N(C)C(=O)Nc2cc(Oc3ccc(N)c(F)c3)ccn2)CC1. Reaction SMILES: [C:43].[F:1][c:2]1[c:3]([NH:27][C:28](=[O:29])[O:30][CH2:31][c:32]2[cH:33][cH:34][cH:35][cH:36][cH:37]2)[cH:4][cH:5][c:6]([O:8][c:9]2[cH:10][c:11]([NH:15][C:16](=[O:17])[N:18]([CH:19]3[CH2:20][CH2:21][N:22]([CH3:25])[CH2:23][CH2:24]3)[CH3:26])[n:12][cH:13][cH:14]2)[cH:7]1.[O:38]1[CH2:39][CH2:40][CH2:41][CH2:42]1.[Pd:44]>>[F:1][c:2]1[c:3]([NH2:27])[cH:4][cH:5][c:6]([O:8][c:9]2[cH:10][c:11]([NH:15][C:16](=[O:17])[N:18]([CH:19]3[CH2:20][CH2:21][N:22]([CH3:25])[CH2:23][CH2:24]3)[CH3:26])[n:12][cH:13][cH:14]2)[cH:7]1. The reactants are anhydride, S(=O)(=O)(O)C(C(=O)O)C1=CC=CC=C1 (2-sulfo-2-phenylacetic acid), C(C)OOC(O)=O (ethoxycarbonic acid), CN(C1=CC=CC=C1)C (N,N-dimethylaniline), Cl.ClC(COC(=O)C1=CC(S[C@H]2N1C(C2N)=O)C)(Cl)Cl (2,2,2-trichloroethyl-2-methyl-7-amino-3-cephem-4-carboxylate hydrochloride). The solvent is ClCCl (dichloromethane), C(C)N(CC)CC (triethylamine), ClCCl (dichloromethane), C(C)N(CC)CC (triethylamine), ClCCl (dichloromethane). The product is CC1S[C@H]2N(C(=C1)C(=O)OCC(Cl)(Cl)Cl)C(C2NC(C(C2=CC=CC=C2)S(=O)(=O)O)=O)=O (2,2,2-trichloroethyl 2-methyl-7-(2-sulfo-2-phenylacetamido)-3-cephem-4-carboxylate). As a reaction SMILES: Cl.[Cl:2][C:3]([Cl:20])([Cl:19])[CH2:4][O:5][C:6]([C:8]1[N:13]2[C:14](=[O:17])[CH:15]([NH2:16])[C@H:12]2[S:11][CH:10]([CH3:18])[CH:9]=1)=[O:7].CN(C)C1C=CC=CC=1.[S:30]([CH:34]([C:38]1[CH:43]=[CH:42][CH:41]=[CH:40][CH:39]=1)[C:35](O)=[O:36])([OH:33])(=[O:32])=[O:31].C(OOC(=O)O)C>ClCCl.C(N(CC)CC)C>[CH3:18][CH:10]1[CH:9]=[C:8]([C:6]([O:5][CH2:4][C:3]([Cl:2])([Cl:19])[Cl:20])=[O:7])[N:13]2[C:14](=[O:17])[CH:15]([NH:16][C:35](=[O:36])[CH:34]([S:30]([OH:33])(=[O:31])=[O:32])[C:38]3[CH:43]=[CH:42][CH:41]=[CH:40][CH:39]=3)[C@H:12]2[S:11]1 |f:0.1|. Procedure: A suspension of 2,2,2-trichloroethyl-2-methyl-7-amino-3-cephem-4-carboxylate hydrochloride (6.9 g) in dried dichloromethane (70 ml) was homogenized by adding triethylamine (1.48 g) and N,N-dimethylaniline (0.44 g) under stirring and ice-cooling and by stirring for 30 minutes at room temperature. A solution of triethylamine salt of mixed anhydride of 2-sulfo-2-phenylacetic acid with ethoxycarbonic acid (8.5 g) in dried dichloromethane (60 ml) was dropwise added over about 30 minutes under stirrin... The reactants are OC12CC(C(C(OC1=O)C2)O)O (1,3,4-Trihydroxy-6-oxa-bicyclo[3.2.1]octan-7-one), C(CC)N (propylamine), C(C)(=O)O (acetic acid). Run in CO (MeOH), C(Cl)(Cl)Cl (CHCl3), CO (MeOH), C(Cl)(Cl)Cl (CHCl3). Yields the product C(CC)NC(=O)C1(CC(C(C(C1)O)O)O)O (1,3,4,5-tetrahydroxy-cyclohexane-carboxylic acid propylamide). Isolated yield 80.0%. RXN SMILES: [OH:1][C:2]12[CH2:10][CH:6]([O:7][C:8]1=[O:9])[CH:5]([OH:11])[CH:4]([OH:12])[CH2:3]2.[CH2:13]([NH2:16])[CH2:14][CH3:15].C(O)(=O)C>CO.C(Cl)(Cl)Cl>[CH2:13]([NH:16][C:8]([C:2]1([OH:1])[CH2:10][CH:6]([OH:7])[CH:5]([OH:11])[CH:4]([OH:12])[CH2:3]1)=[O:9])[CH2:14][CH3:15]. Reported procedure: In a 50 mL round-bottom flask fitted with a stirring bar, reflux condenser, 0.196 g Lactone 2 (1.125 mmol), and propylamine (0.83 ml, 0.6 g, 10.13 mmol) were combined, then glacial acetic acid (0.19 ml, 0.20 g, 3.36 mmol) was added. The solution was warmed to 85° C. in an oil bath for 30 min, at which time TLC(CHCl3:MeOH:NH3OH=100:10:1) indicated complete consumption of the starting lactone. Reaction mixture was purified by flash column with the same solvent as TLC. Product 3 was collected, yiel... Starting materials: ClC=1C=C(C=CC1Cl)SCCCCOC=1C=CC2=C(C(OC(N2)=O)(CCCCCC)CCCCCC)C1 (6-[4-(3,4-dichlorophenylmercapto)-butoxy]-4,4-di-n-hexyl-4H-3,1-benzoxazin-2-one), OO (hydrogen peroxide). The product is ClC=1C=C(C=CC1Cl)S(=O)CCCCOC=1C=CC2=C(C(OC(N2)=O)(CCCCCC)CCCCCC)C1 (6-[4-(3,4-Dichloro-phenylsulfinyl)-butoxy]-4,4-di-n-hexyl-4H-3,1-benzoxazin-2-one). As a reaction SMILES: [Cl:1][C:2]1[CH:3]=[C:4]([S:9][CH2:10][CH2:11][CH2:12][CH2:13][O:14][C:15]2[CH:16]=[CH:17][C:18]3[NH:23][C:22](=[O:24])[O:21][C:20]([CH2:31][CH2:32][CH2:33][CH2:34][CH2:35][CH3:36])([CH2:25][CH2:26][CH2:27][CH2:28][CH2:29][CH3:30])[C:19]=3[CH:37]=2)[CH:5]=[CH:6][C:7]=1[Cl:8].[OH:38]O>>[Cl:1][C:2]1[CH:3]=[C:4]([S:9]([CH2:10][CH2:11][CH2:12][CH2:13][O:14][C:15]2[CH:16]=[CH:17][C:18]3[NH:23][C:22](=[O:24])[O:21][C:20]([CH2:25][CH2:26][CH2:27][CH2:28][CH2:29][CH3:30])([CH2:31][CH2:32][CH2:33][CH2:34][CH2:35][CH3:36])[C:19]=3[CH:37]=2)=[O:38])[CH:5]=[CH:6][C:7]=1[Cl:8]. Procedure details: Prepared analogously to Example 2 from 6-[4-(3,4-dichlorophenylmercapto)-butoxy]-4,4-di-n-hexyl-4H-3,1-benzoxazin-2-one and hydrogen peroxide.